Task: describe an organic reaction: reactants, conditions, products, and yield. Dataset: the Open Reaction Database (ORD), a public repository of structured organic reaction records Starting materials: C(=O)(OC(C)(C)C)C1=NC(=C(C(=O)NC2=CC(=C(C=C2)C(C(F)(F)F)(F)F)OCCN)C=C1)Cl (Boc-N-[3-(2-Amino-ethoxy)-4-pentafluoroethyl-phenyl]-2-chloro-nicotinamide), C(=O)(C(F)(F)F)O (TFA). Solvent: C(Cl)Cl (CH2Cl2). Reaction conditions: time 2 hour. The product is NCCOC=1C=C(C=CC1C(C(F)(F)F)(F)F)NC(C1=C(N=CC=C1)Cl)=O (N-[3-(2-Amino-ethoxy)-4-pentafluoroethyl-phenyl]-2-chloro-nicotinamide). RXN SMILES: C([C:8]1[CH:33]=[CH:32][C:11]([C:12]([NH:14][C:15]2[CH:20]=[CH:19][C:18]([C:21]([F:27])([F:26])[C:22]([F:25])([F:24])[F:23])=[C:17]([O:28][CH2:29][CH2:30][NH2:31])[CH:16]=2)=[O:13])=[C:10]([Cl:34])[N:9]=1)(OC(C)(C)C)=O.C(O)(C(F)(F)F)=O>C(Cl)Cl>[NH2:31][CH2:30][CH2:29][O:28][C:17]1[CH:16]=[C:15]([NH:14][C:12](=[O:13])[C:11]2[CH:32]=[CH:33][CH:8]=[N:9][C:10]=2[Cl:34])[CH:20]=[CH:19][C:18]=1[C:21]([F:26])([F:27])[C:22]([F:25])([F:24])[F:23]. Procedure details: To a solution of 500 mg (0.98 mmol) Boc-N-[3-(2-Amino-ethoxy)-4-pentafluoroethyl-phenyl]-2-chloro-nicotinamide in 10 ml CH2Cl2 was added 10 ml TFA and stirred for 2 h. The reaction was concentrated down, treated with 6N aqueous NaOH, and extracted 3 times with CH2Cl2. The combined organic extracts were dried over Na2SO4, filtered, concentrated down, and dried under vacuum, yielding the titled compound.